From a dataset of the Open Reaction Database (ORD), a public repository of structured organic reaction records. describe an organic reaction: reactants, conditions, products, and yield The reactants are O=C([O-])[O-], COc1cc(C#C[Si](C)(C)C)ccc1Cl, [K+], [K+]. Product: C#Cc1ccc(Cl)c(OC)c1. As a reaction SMILES: [C:16](=[O:17])([O-:18])[O-:19].[Cl:1][c:2]1[c:3]([O:14][CH3:15])[cH:4][c:5]([C:8]#[C:9][Si:10]([CH3:11])([CH3:12])[CH3:13])[cH:6][cH:7]1.[K+:20].[K+:21]>>[Cl:1][c:2]1[c:3]([O:14][CH3:15])[cH:4][c:5]([C:8]#[CH:9])[cH:6][cH:7]1. Reactants: O=C(O)CBr, CC(=O)Nc1cnc(S)s1, CN(C)C=O. Product: CC(=O)Nc1cnc(SCC(=O)O)s1. RXN SMILES: [Br:11][CH2:12][C:13](=[O:14])[OH:15].[C:1]([CH3:2])(=[O:3])[NH:4][c:5]1[cH:6][n:7][c:8]([SH:10])[s:9]1.[O:16]=[CH:17][N:18]([CH3:19])[CH3:20]>>[C:1]([CH3:2])(=[O:3])[NH:4][c:5]1[cH:6][n:7][c:8]([S:10][CH2:12][C:13](=[O:14])[OH:15])[s:9]1. The reactants are C(C)OC(CC1=CNC2=CC=C(C=C12)OCC1=CC=CC=C1)=O (5-Benzyloxy-1H-indole-3-acetic acid ethyl ester), [H][H] (hydrogen). Reagents/catalysts: [Ni] (Ni). The solvent is C(C)O (ethanol), C(C)O (ethanol). The product is C(C)OC(CC1=CNC2=CC=C(C=C12)O)=O (5-hydroxy-1H-indole-3-acetic acid ethyl ester). Isolated yield 128.1%. Reaction SMILES: [CH2:1]([O:3][C:4](=[O:23])[CH2:5][C:6]1[C:14]2[C:9](=[CH:10][CH:11]=[C:12]([O:15]CC3C=CC=CC=3)[CH:13]=2)[NH:8][CH:7]=1)[CH3:2].[H][H]>C(O)C.[Ni]>[CH2:1]([O:3][C:4](=[O:23])[CH2:5][C:6]1[C:14]2[C:9](=[CH:10][CH:11]=[C:12]([OH:15])[CH:13]=2)[NH:8][CH:7]=1)[CH3:2]. Procedure: 5-Benzyloxy-1H-indole-3-acetic acid ethyl ester (8.1 g, 20.3 mmol) was hydrogenated in ethanol using 3 g of Raney Ni in 150 mL of ethanol at approximately 40 psi (2.76×105 Pa) of hydrogen. The catalyst was filtered and the filtrate concentrated at reduced pressure. The residue was chromatographed on silica gel eluting with a gradient, 30% ethyl acetate/hexane→50% ethyl acetate/hexane, to give 5.7 g (90% yield) of 5-hydroxy-1H-indole-3-acetic acid ethyl ester. Starting materials: CC(C)(C)OC(=O)N1CC(Cn2cc(C(C)(C)C)sc2=N)C1, COc1ccc(Cl)cc1C(=O)O. The product is COc1ccc(Cl)cc1C(=O)N=c1sc(C(C)(C)C)cn1CC1CN(C(=O)OC(C)(C)C)C1. RXN SMILES: [C:13]([CH3:14])([CH3:15])([CH3:16])[c:17]1[cH:18][n:19]([CH2:23][CH:24]2[CH2:25][N:26]([C:28](=[O:29])[O:30][C:31]([CH3:32])([CH3:33])[CH3:34])[CH2:27]2)[c:20](=[NH:22])[s:21]1.[Cl:1][c:2]1[cH:3][cH:4][c:5]([O:11][CH3:12])[c:6]([C:7](=[O:8])[OH:9])[cH:10]1>>[Cl:1][c:2]1[cH:3][cH:4][c:5]([O:11][CH3:12])[c:6]([C:7](=[O:9])[N:22]=[c:20]2[n:19]([CH2:23][CH:24]3[CH2:25][N:26]([C:28](=[O:29])[O:30][C:31]([CH3:32])([CH3:33])[CH3:34])[CH2:27]3)[cH:18][c:17]([C:13]([CH3:14])([CH3:15])[CH3:16])[s:21]2)[cH:10]1. The reactants are CCN=C=NCCCN(C)C, CCN(C(C)C)C(C)C, Cl, Cl, O=C(O)c1cc(-c2ccc(F)cc2)on1, CC(=O)c1ccc(F)cc1, NCC(=O)N1CCC(Oc2cccc(C(F)(F)F)c2)CC1, CN(C)C=O, O, On1nnc2ccccc21. Yields the product O=C(NCC(=O)N1CCC(Oc2cccc(C(F)(F)F)c2)CC1)c1cc(-c2ccc(F)cc2)on1. As a reaction SMILES: [CH3:45][CH2:46][N:47]=[C:48]=[N:49][CH2:50][CH2:51][CH2:52][N:53]([CH3:54])[CH3:55].[CH:1]([N:2]([CH2:3][CH3:4])[CH:5]([CH3:6])[CH3:7])([CH3:8])[CH3:9].[ClH:56].[ClH:57].[F:10][c:11]1[cH:12][cH:13][c:14](-[c:17]2[cH:18][c:19]([C:22](=[O:23])[OH:24])[n:20][o:21]2)[cH:15][cH:16]1.[F:25][c:26]1[cH:27][cH:28][c:29]([C:30](=[O:31])[CH3:32])[cH:33][cH:34]1.[NH2:58][CH2:59][C:60](=[O:61])[N:62]1[CH2:63][CH2:64][CH:65]([O:68][c:69]2[cH:70][c:71]([C:75]([F:76])([F:77])[F:78])[cH:72][cH:73][cH:74]2)[CH2:66][CH2:67]1.[O:79]=[CH:80][N:81]([CH3:82])[CH3:83].[OH2:84].[OH:35][n:36]1[c:37]2[c:38]([cH:39][cH:40][cH:41][cH:42]2)[n:43][n:44]1>>[F:10][c:11]1[cH:12][cH:13][c:14](-[c:17]2[cH:18][c:19]([C:22](=[O:24])[NH:58][CH2:59][C:60](=[O:61])[N:62]3[CH2:63][CH2:64][CH:65]([O:68][c:69]4[cH:70][c:71]([C:75]([F:76])([F:77])[F:78])[cH:72][cH:73][cH:74]4)[CH2:66][CH2:67]3)[n:20][o:21]2)[cH:15][cH:16]1.